describe an organic reaction: reactants, conditions, products, and yield From a dataset of the Open Reaction Database (ORD), a public repository of structured organic reaction records. Reactants: C(C=1C(O)=CC=CC1)(=O)OC1=CC=CC=C1 (phenyl salicylate), NC1=CC=C(C=C1)C (4-toluidine). Yields the product CC1=CC=C(NC(C=2C(O)=CC=CC2)=O)C=C1 (4′-methyl-salicylanilide). Reaction SMILES: [C:1]([O:10]C1C=CC=CC=1)(=O)[C:2]1[C:3](=[CH:5][CH:6]=[CH:7][CH:8]=1)[OH:4].[NH2:17][C:18]1[CH:23]=[CH:22][C:21]([CH3:24])=[CH:20][CH:19]=1>>[CH3:24][C:21]1[CH:22]=[CH:23][C:18]([NH:17][C:1](=[O:10])[C:2]2[C:3](=[CH:5][CH:6]=[CH:7][CH:8]=2)[OH:4])=[CH:19][CH:20]=1. Procedure details: The 4′-methyl-salicylanilide was prepared by condensing phenyl salicylate with 4-toluidine then purified as described in Example 2a. A ligand mixture was then prepared from 4′-methyl-salicylanilide and binaphthol using the procedure described in Example 5a. 31P NMR (121.77 MHz): several peaks between 117.1-117.8 ppm. The reactants are CCOCC (ether), C(C)(C)(C)OC(=O)N[C@H]1CCOCC\C=C/[C@H]2[C@](NC([C@H]3N(C1=O)C[C@@H](C3)OC(=O)N3CC1=CC=CC(=C1C3)F)=O)(C2)C(=O)OCC ((2R,6S,13aS,14aR,16aS,Z)-ethyl 6-(tert-butoxycarbonylamino)-2-(4-fluoroisoindoline-2-carbonyloxy)-5,16-dioxo-2,3,5,6,7,8,10,11,13a,14,14a,15,16,16a-tetradecahydro-1H-cyclopropa(j)pyrrolo[1,2-f][1,6,9]oxadiazacyclopentadecine-14a-carboxylate), [OH-].[Na+] (NaOH). Run in O (Water), C1CCOC1 (THF), O (H2O). Run at time 3 day. Yields the product C(C)(C)(C)OC(=O)N[C@H]1CCOCC\C=C/[C@H]2[C@](NC([C@H]3N(C1=O)C[C@@H](C3)OC(=O)N3CC1=CC=CC(=C1C3)F)=O)(C2)C(=O)O ((2R,6S,13aS,14aR,16aS,Z)-6-(tert-butoxycarbonylamino)-2-(4-fluoroisoindoline-2-carbonyloxy)-5,16-dioxo-2,3,5,6,7,8,10,11,13a,14,14a,15,16,16a-tetradecahydro-1H-cyclopropa(j)pyrrolo[1,2-f][1,6,9]oxadiazacyclopentadecine-14a-carboxylic acid). Reaction SMILES: [C:1]([O:5][C:6]([NH:8][C@@H:9]1[C:23](=[O:24])[N:22]2[CH2:25][C@H:26]([O:28][C:29]([N:31]3[CH2:39][C:38]4[C:33](=[CH:34][CH:35]=[CH:36][C:37]=4[F:40])[CH2:32]3)=[O:30])[CH2:27][C@H:21]2[C:20](=[O:41])[NH:19][C@:18]2([C:43]([O:45]CC)=[O:44])[CH2:42][C@H:17]2[CH:16]=[CH:15][CH2:14][CH2:13][O:12][CH2:11][CH2:10]1)=[O:7])([CH3:4])([CH3:3])[CH3:2].[OH-].[Na+].CCOCC>C1COCC1.O>[C:1]([O:5][C:6]([NH:8][C@@H:9]1[C:23](=[O:24])[N:22]2[CH2:25][C@H:26]([O:28][C:29]([N:31]3[CH2:39][C:38]4[C:33](=[CH:34][CH:35]=[CH:36][C:37]=4[F:40])[CH2:32]3)=[O:30])[CH2:27][C@H:21]2[C:20](=[O:41])[NH:19][C@:18]2([C:43]([OH:45])=[O:44])[CH2:42][C@H:17]2[CH:16]=[CH:15][CH2:14][CH2:13][O:12][CH2:11][CH2:10]1)=[O:7])([CH3:4])([CH3:2])[CH3:3] |f:1.2|. Procedure details: (2R,6S,13aS,14aR,16aS,Z)-ethyl 6-(tert-butoxycarbonylamino)-2-(4-fluoroisoindoline-2-carbonyloxy)-5,16-dioxo-2,3,5,6,7,8,10,11,13a,14,14a,15,16,16a-tetradecahydro-1H-cyclopropa(j)pyrrolo[1,2-f][1,6,9]oxadiazacyclopentadecine-14a-carboxylate (0.093 g, 0.14 mmol) in THF (2 mL) was added 0.1 N NaOH solution (3.53 ml, 0.35 mmol) in H2O. The reaction was stirred at rt for 3 days. Water (5 mL) and ether (15 mL) was added. The aqueous layer was separated and acidified by saturated potassium hydrogen su... Reactants: C(C)OC(CC(C(CC1=CC=CC=C1)NC(=O)OC(C)(C)C)=O)=O (4-tert-butoxycarbonylamino-3-oxo-5-phenyl-pentanoic acid ethyl ester), [BH4-].[Na+] (sodium borohydride). The solvent is C(C)O (ethanol). The product is C(C)OC(CC(C(CC1=CC=CC=C1)NC(=O)OC(C)(C)C)O)=O (4-tert-butoxycarbonylamino-3-hydroxy-5-phenyl-pentanoic acid ethyl ester). Yield: 66.5%. RXN SMILES: [CH2:1]([O:3][C:4](=[O:24])[CH2:5][C:6](=[O:23])[CH:7]([NH:15][C:16]([O:18][C:19]([CH3:22])([CH3:21])[CH3:20])=[O:17])[CH2:8][C:9]1[CH:14]=[CH:13][CH:12]=[CH:11][CH:10]=1)[CH3:2].[BH4-].[Na+]>C(O)C>[CH2:1]([O:3][C:4](=[O:24])[CH2:5][CH:6]([OH:23])[CH:7]([NH:15][C:16]([O:18][C:19]([CH3:21])([CH3:20])[CH3:22])=[O:17])[CH2:8][C:9]1[CH:10]=[CH:11][CH:12]=[CH:13][CH:14]=1)[CH3:2] |f:1.2|. Procedure details: A mechanically stirred solution of 4-tert-butoxycarbonylamino-3-oxo-5-phenyl-pentanoic acid ethyl ester (115 g, 0.343 mol) in ethanol (450 ml) at 0° C. under nitrogen was treated portionwise with sodium borohydride (4.43 g, 0,117 mol) over 30 minutes, producing a thick slurry. The reaction mixture was quenched by the dropwise addition of glacial acetic acid (26 ml) at 0° C. under nitrogen. The slurry was then poured onto a mixture of dichloromethane (400 ml) and a 1M aqueous hydrogen chloride so... The reactants are CCOC(C)=O, CCCCCCCCCCOc1cc(NC(=O)OCc2ccccc2)cc(OCCCCCCCCCC)c1. Reaction SMILES: [CH3:40][CH2:41][O:42][C:43](=[O:44])[CH3:45].[c:1]1([CH2:2][O:3][C:4](=[O:5])[NH:10][c:11]2[cH:12][c:13]([O:28][CH2:29][CH2:30][CH2:31][CH2:32][CH2:33][CH2:34][CH2:35][CH2:36][CH2:37][CH3:38])[cH:14][c:15]([O:17][CH2:18][CH2:19][CH2:20][CH2:21][CH2:22][CH2:23][CH2:24][CH2:25][CH2:26][CH3:27])[cH:16]2)[cH:6][cH:7][cH:8][cH:9][cH:39]1>>[NH2:10][c:11]1[cH:12][c:13]([O:28][CH2:29][CH2:30][CH2:31][CH2:32][CH2:33][CH2:34][CH2:35][CH2:36][CH2:37][CH3:38])[cH:14][c:15]([O:17][CH2:18][CH2:19][CH2:20][CH2:21][CH2:22][CH2:23][CH2:24][CH2:25][CH2:26][CH3:27])[cH:16]1. The product is CCCCCCCCCCOc1cc(N)cc(OCCCCCCCCCC)c1.